Dataset: the Open Reaction Database (ORD), a public repository of structured organic reaction records. Task: describe an organic reaction: reactants, conditions, products, and yield The reactants are S(=O)(=O)(OC)OC (dimethyl sulfate), CC=1N=CNC1[N+](=O)[O-] (4-methyl-5-nitroimidazole). The solvent is C(=O)O (formic acid). Reaction conditions: temperature 5 celsius. The product is CC=1N=CNC1[N+](=O)[O-] (4-methyl-5-nitroimidazole), CN1C=NC(=C1[N+](=O)[O-])C (1,4-dimethyl-5-nitroimidazole). Reaction SMILES: [CH3:1][C:2]1[N:3]=[CH:4][NH:5][C:6]=1[N+:7]([O-:9])=[O:8].S(OC)(O[CH3:14])(=O)=O>C(O)=O>[CH3:1][C:2]1[N:3]=[CH:4][NH:5][C:6]=1[N+:7]([O-:9])=[O:8].[CH3:14][N:5]1[C:6]([N+:7]([O-:9])=[O:8])=[C:2]([CH3:1])[N:3]=[CH:4]1. Procedure: 127 parts of 4-methyl-5-nitroimidazole is heated under reflux with 350 parts of formic acid and 126 parts of dimethyl sulfate for 4 hours. The formic acid is distilled off in vacuo and the residue is dissolved in 500 parts of water and adjusted to pH 1.8 with aqueous ammonia solution. The mixture is cooled to 5° C. and the unreacted 4-methyl-5-nitroimidazole is suction filtered. The filtrate is adjusted to pH 10 with aqueous ammonia solution and is continuously exhaustively extracted with ethyl ... Reactants: COc1ccc(COC(=O)NCCCC(CSC(C)=O)C(=O)N2CCCC2C(=O)O)cc1, CC(=O)NC(CSC(C)=O)C(=O)N1CCCC1C(=O)O. The product is COc1ccc(COC(=O)NCCCC(CS)C(=O)N2CCCC2C(=O)O)cc1. Reaction SMILES: [C:1](=[O:2])([CH3:3])[S:4][CH2:5][CH:6]([C:7](=[O:8])[N:9]1[CH:10]([C:11](=[O:12])[OH:13])[CH2:14][CH2:15][CH2:16]1)[CH2:17][CH2:18][CH2:19][NH:20][C:21](=[O:22])[O:23][CH2:24][c:25]1[cH:26][cH:27][c:28]([O:31][CH3:32])[cH:29][cH:30]1.[C:33]([NH:34][CH:35]([C:36]([N:37]1[CH2:38][CH2:39][CH2:40][CH:41]1[C:42]([OH:43])=[O:44])=[O:45])[CH2:46][S:47][C:48](=[O:49])[CH3:50])(=[O:51])[CH3:52]>>[SH:4][CH2:5][CH:6]([C:7](=[O:8])[N:9]1[CH:10]([C:11](=[O:12])[OH:13])[CH2:14][CH2:15][CH2:16]1)[CH2:17][CH2:18][CH2:19][NH:20][C:21](=[O:22])[O:23][CH2:24][c:25]1[cH:26][cH:27][c:28]([O:31][CH3:32])[cH:29][cH:30]1.